This data is from the Open Reaction Database (ORD), a public repository of structured organic reaction records. The task is: describe an organic reaction: reactants, conditions, products, and yield The reactants are C1(=CC=CC=C1)C1=NC2=CC=CC(=C2N=C1C1=CC=CC=C1)NC1=CC=C(C=C1)[N+](=O)[O-] (2,3-diphenyl-5-(4-nitrophenyl)aminoquinoxaline). The solvent is O1CCCC1 (tetrahydrofuran). The product is C1(=CC=CC=C1)C1=NC2=CC=CC(=C2N=C1C1=CC=CC=C1)NC1=CC=C(C=C1)N (2,3-diphenyl-5-(4-aminophenyl)aminoquinoxaline). As a reaction SMILES: [C:1]1([C:7]2[C:16]([C:17]3[CH:22]=[CH:21][CH:20]=[CH:19][CH:18]=3)=[N:15][C:14]3[C:9](=[CH:10][CH:11]=[CH:12][C:13]=3[NH:23][C:24]3[CH:29]=[CH:28][C:27]([N+:30]([O-])=O)=[CH:26][CH:25]=3)[N:8]=2)[CH:6]=[CH:5][CH:4]=[CH:3][CH:2]=1>O1CCCC1>[C:1]1([C:7]2[C:16]([C:17]3[CH:22]=[CH:21][CH:20]=[CH:19][CH:18]=3)=[N:15][C:14]3[C:9](=[CH:10][CH:11]=[CH:12][C:13]=3[NH:23][C:24]3[CH:25]=[CH:26][C:27]([NH2:30])=[CH:28][CH:29]=3)[N:8]=2)[CH:2]=[CH:3][CH:4]=[CH:5][CH:6]=1. Procedure details: 5.4 g (2.9 mmol) of 2,3-diphenyl-5-(4-nitrophenyl)aminoquinoxaline was dissolved in 100 ml of tetrahydrofuran, and a reaction container was purged with nitrogen. Thereafter, 5.0 g of 5% Pd/C (hydrous) was added, followed by sufficient purging with nitrogen again. This system was purged with hydrogen, followed by reaction at room temperature for 10 hours. After completion of the reaction, the system was filtered, and the resulting filtration residue was washed with tetrahydrofuran and filtered ag...